This data is from the Open Reaction Database (ORD), a public repository of structured organic reaction records. The task is: describe an organic reaction: reactants, conditions, products, and yield Reactants: BrC1=CC=C(C=C1)C1=CCCCC1 (1-Bromo-4-(1-cyclohexen-1-yl)benzene), Br (HBr). Reagents/catalysts: [Pt]=O (platinum oxide). Solvent: CCOCC.C(C)O (ether ethanol). The product is BrC1=CC=C(C=C1)C1CCCCC1 (1-Bromo-4-cyclohexylbenzene). As a reaction SMILES: [Br:1][C:2]1[CH:7]=[CH:6][C:5]([C:8]2[CH2:13][CH2:12][CH2:11][CH2:10][CH:9]=2)=[CH:4][CH:3]=1.Br>CCOCC.C(O)C.[Pt]=O>[Br:1][C:2]1[CH:7]=[CH:6][C:5]([CH:8]2[CH2:13][CH2:12][CH2:11][CH2:10][CH2:9]2)=[CH:4][CH:3]=1 |f:2.3|. Procedure details: 1-Bromo-4-(1-cyclohexen-1-yl)benzene was hydrogenated in an ether ethanol solvent containing 50% HBr using a platinum oxide catalyst to give the desired product, b.p. 121°-126°C/3 mm. The reactants are ClC=1N=NC(=CC1)Cl (3,6-dichloropyridazine), CNN (methylhydrazine), C([O-])(O)=O.[Na+] (sodium bicarbonate), C(C(=O)C)CC(C)=O (acetonylacetone), Cl (hydrochloric acid). Solvent: O (water). Conditions: temperature 60 celsius, time 1 hour. Product: ClC1=CC=C(N=N1)N(C)N1C(=CC=C1C)C (6-chloro-N-(2,5-dimethyl-1H-pyrrol-1-yl)-N-methyl-3-pyridazineamine). Yield: 59.1%. As a reaction SMILES: [Cl:1][C:2]1[N:3]=[N:4][C:5](Cl)=[CH:6][CH:7]=1.[CH3:9][NH:10][NH2:11].C(=O)(O)[O-].[Na+].[CH2:17]([CH2:21][C:22](=O)[CH3:23])[C:18]([CH3:20])=O.Cl>O>[Cl:1][C:2]1[N:3]=[N:4][C:5]([N:10]([N:11]2[C:22]([CH3:23])=[CH:21][CH:17]=[C:18]2[CH3:20])[CH3:9])=[CH:6][CH:7]=1 |f:2.3|. Reported procedure: A mixture of water (300 ml), 3,6-dichloropyridazine (29.8 g; 0.2 mole), methylhydrazine (9.2 g; 0.2 mole), and sodium bicarbonate (17.8 g; 0.2 mole), is heated to the reflux temperature for two hours. After cooling to about 60° C., acetonylacetone (22.2 g; 0.2 mole) is added and stirring is prosecuted for further 1 hour. Then the mixture is neutralized with hydrochloric acid and the obtained precipitate is collected and crystallized from ethyl ether, yielding 28 g (59.2%) of 6-chloro-N-(2,5-dime... Reaction conditions: temperature 80 celsius, time 4 hour. Starting materials: [C-]#N.[K+] (potassium cyanide), CS(=O)(=O)OCC(C(C1=CNC2=C(C=CC=C12)CSC)C1=C(C=C(C=C1)Cl)F)C (3-(4-Chloro-2-fluorophenyl)-2-methyl-3-{7-[(methylsulfanyl)methyl]-1H-indol-3-yl}propyl methanesulfonate). The solvent is CS(=O)C (DMSO). Yields the product ClC1=CC(=C(C=C1)C(C(CC#N)C)C1=CNC2=C(C=CC=C12)CSC)F (4-(4-Chloro-2-fluorophenyl)-3-methyl-4-{7-[(methylsulfanyl)methyl]-1H-indol-3-yl}butanonitrile). As a reaction SMILES: [C-:1]#[N:2].[K+].CS(O[CH2:9][CH:10]([CH3:32])[CH:11]([C:24]1[CH:29]=[CH:28][C:27]([Cl:30])=[CH:26][C:25]=1[F:31])[C:12]1[C:20]2[C:15](=[C:16]([CH2:21][S:22][CH3:23])[CH:17]=[CH:18][CH:19]=2)[NH:14][CH:13]=1)(=O)=O>CS(C)=O>[Cl:30][C:27]1[CH:28]=[CH:29][C:24]([CH:11]([C:12]2[C:20]3[C:15](=[C:16]([CH2:21][S:22][CH3:23])[CH:17]=[CH:18][CH:19]=3)[NH:14][CH:13]=2)[CH:10]([CH3:32])[CH2:9][C:1]#[N:2])=[C:25]([F:31])[CH:26]=1 |f:0.1|. Procedure: 16.2 mg (0.25 mmol) of potassium cyanide were added to 70 mg (0.12 mmol) of the compound from Example 55A in 3 ml of DMSO. The mixture was stirred at 80° C. for 4 h and then concentrated, and the residue was taken up in ethyl acetate, washed with saturated aqueous sodium bicarbonate solution, water and saturated aqueous sodium chloride solution, dried over magnesium sulfate, filtered and concentrated. The residue was purified by preparative HPLC (RP18 column; mobile phase: acetonitrile/water gra...